Dataset: the Open Reaction Database (ORD), a public repository of structured organic reaction records. Task: describe an organic reaction: reactants, conditions, products, and yield Run in CCCCCCC (n-heptane). RXN SMILES: O.S(C1C=CC(C)=CC=1)(O)(=O)=O.[CH:13]12[CH2:28][CH:24]([CH2:25][NH:26][CH2:27]1)[C:23]1[CH:22]=[C:21]3[C:16]([N:17]=[CH:18][CH:19]=[N:20]3)=[CH:15][C:14]2=1.N>CCCCCCC>[CH:24]12[CH2:28][CH:13]([CH2:27][NH:26][CH2:25]1)[C:14]1[CH:15]=[C:16]3[C:21]([N:20]=[CH:19][CH:18]=[N:17]3)=[CH:22][C:23]2=1 |f:1.2|. Procedure details: In a 3.0 lit 4 neck round bottom flask equipped with mechanical stirrer, Thermo pocket were charged DM water (507 ml) and 5,8,14-Triazatetracyclo[10.3.1.02,11.04,9]hexadeca-2(11),3,5,7,9-pentaene tosylate salt (169 g having a total purity of 99.99% obtained in example 6). The above suspension was stirred for 30 minutes at 25-30° C. To this was added 25% aqueous ammonia solution (60 ml) to adjust the pH to 9.0-10 at 25-30° C., and maintained with stirring for 30 minutes. MDC (507 ml) was charged ... Reactants: O (water), S(=O)(=O)(O)C1=CC=C(C)C=C1.C12C=3C=C4N=CC=NC4=CC3C(CNC1)C2 (5,8,14-Triazatetracyclo[10.3.1.02,11.04,9]hexadeca-2(11),3,5,7,9-pentaene tosylate salt), N (ammonia). Product: C12C=3C=C4N=CC=NC4=CC3C(CNC1)C2 (5,8,14-Triazatetracyclo[10.3.1.02,11.04,9]hexadeca-2(11),3,5,7,9-pentaene). Run at temperature 27.5 celsius, time 30 minute. The reactants are BrC=1C=C(C=O)C=CC1F (3-Bromo-4-fluorobenzaldehyde), C1CC(=O)CC1=O (1,3-cyclopentadione), NC1=CC(N(N1)C)=O (5-amino-2-methyl-1,2-dihydropyrazol-3-one). The product is BrC=1C=C(C=CC1F)C1C2=C(NC3=C1C(N(N3)C)=O)CCC2=O (4-(3-bromo-4-fluorophenyl)-2-methyl-1,2,4,6,7,8-hexahydrocyclopenta[b]pyrazolo[4,3-e]pyridine-3,5-dione). Isolated yield 56.4%. RXN SMILES: [Br:1][C:2]1[CH:3]=[C:4]([CH:7]=[CH:8][C:9]=1[F:10])[CH:5]=O.[CH2:11]1[C:16](=O)[CH2:15][C:13](=[O:14])[CH2:12]1.[NH2:18][C:19]1[NH:23][N:22]([CH3:24])[C:21](=[O:25])[CH:20]=1>>[Br:1][C:2]1[CH:3]=[C:4]([CH:5]2[C:20]3[C:21](=[O:25])[N:22]([CH3:24])[NH:23][C:19]=3[NH:18][C:16]3[CH2:11][CH2:12][C:13](=[O:14])[C:15]2=3)[CH:7]=[CH:8][C:9]=1[F:10]. Procedure details: 3-Bromo-4-fluorobenzaldehyde (0.3 g, 1.5 mmol), 1,3-cyclopentadione (0.15 g, 1.5 mmol), and 5-amino-2-methyl-1,2-dihydropyrazol-3-one (0.17 g, 1.5 mmol), prepared by the method of (C. Taylor and J. Barton, J.Am.ChemSoc., (1959) 81, 2448) were processed as described in Example 1 to provide 0.32 g of the title compound. 1H NMR (300 MHz, DMSO-d6) δ 2.21 (t, 2H), 2.59 (m, 2H), 3.38 (s, 3H), 4.75 (s, 1H), 7.13 (m, 1H), 7.2 (t, 1H), 7.42 (dd, 1H), 10.16 (s, 1H), 10.51 (bs, 1H); MS (ESI−) m/z 378 (M−H)... The product is COc1ccc(-c2cncnc2)cc1CN(C(=O)c1sc2c(F)ccc(F)c2c1Cl)C1CCC(N(C)C(=O)OC(C)(C)C)CC1. Reaction SMILES: [BH:1]([OH:2])[OH:3].[Br:43][c:44]1[cH:45][n:46][cH:47][n:48][cH:49]1.[C:4](=[O:5])([O:6][C:7]([CH3:8])([CH3:9])[CH3:10])[N:11]([CH:12]1[CH2:13][CH2:14][CH:15]([N:18]([C:19](=[O:20])[c:21]2[c:22]([Cl:32])[c:23]3[c:24]([s:25]2)[c:26]([F:31])[cH:27][cH:28][c:29]3[F:30])[CH2:33][c:34]2[cH:35][cH:36][cH:37][cH:38][c:39]2[O:40][CH3:41])[CH2:16][CH2:17]1)[CH3:42]>>[C:4](=[O:5])([O:6][C:7]([CH3:8])([CH3:9])[CH3:10])[N:11]([CH:12]1[CH2:13][CH2:14][CH:15]([N:18]([C:19](=[O:20])[c:21]2[c:22]([Cl:32])[c:23]3[c:24]([s:25]2)[c:26]([F:31])[cH:27][cH:28][c:29]3[F:30])[CH2:33][c:34]2[cH:35][c:36](-[c:44]3[cH:45][n:46][cH:47][n:48][cH:49]3)[cH:37][cH:38][c:39]2[O:40][CH3:41])[CH2:16][CH2:17]1)[CH3:42]. Starting materials: OBO, Brc1cncnc1, COc1ccccc1CN(C(=O)c1sc2c(F)ccc(F)c2c1Cl)C1CCC(N(C)C(=O)OC(C)(C)C)CC1. Starting materials: Grignard reagent, C1CO1 (ethylene oxide), C(CCC)C#C (butylacetylene). Product: C(CC#CCCCC)O (3-octyn-1-ol). Reaction SMILES: [CH2:1]1[O:3][CH2:2]1.[CH2:4]([C:8]#[CH:9])[CH2:5][CH2:6][CH3:7]>>[CH2:1]([OH:3])[CH2:2][C:7]#[C:6][CH2:5][CH2:4][CH2:8][CH3:9]. Procedure: Into the solution of the Grignard reagent obtained above and kept at 0° to 60° C., ethylene oxide is added dropwise preferably in an amount of 1.6 to 3 times by moles based on the starting butylacetylene and the reaction mixture is hydrolyzed by contacting with an aqueous acidic solution followed by distillation to give 3-octyn-1-ol (reaction (ii)). The yield is usually 80 to 85% of the theoretical value. Starting materials: CC1(C)OCC(COCc2ccccc2)(C2CCCCC2)CO1, [Cl-], N, [NH4+], [Na]. Product: CC1(C)OCC(CO)(C2CCCCC2)CO1. As a reaction SMILES: [CH2:1]([c:2]1[cH:3][cH:4][cH:5][cH:6][cH:7]1)[O:8][CH2:9][C:10]1([CH:18]2[CH2:19][CH2:20][CH2:21][CH2:22][CH2:23]2)[CH2:11][O:12][C:13]([CH3:16])([CH3:17])[O:14][CH2:15]1.[Cl-:25].[NH3:27].[NH4+:26].[Na:24]>>[OH:8][CH2:9][C:10]1([CH:18]2[CH2:19][CH2:20][CH2:21][CH2:22][CH2:23]2)[CH2:11][O:12][C:13]([CH3:16])([CH3:17])[O:14][CH2:15]1. The solvent is C(C)(=O)O (acetic acid). The reactants are NC=1SC(=CC1C(=O)OCC)CC (2-amino-5-ethyl-3-thiophenecarboxylic acid, ethyl ester), ClC1=CC=C(C=N1)C(=O)O (6-chloro-3-pyridinecarboxylic acid), C (charcoal). Yields the product C(C)C1=CC2=C(N=C3N(C2=O)C=C(C=C3)C(=O)O)S1 (2-Ethyl-4-oxo-4H-pyrido[1,2-a]thieno[2,3-d]pyrimidine-7-carboxylic acid). Procedure details: A mixture of 2-amino-5-ethyl-3-thiophenecarboxylic acid, ethyl ester (Chemische Berichte, Vol. 99, pages 94-100, 1966), 2.0 g (0.01 mol) and 6-chloro-3-pyridinecarboxylic acid (Aldrich Chemical Company), 1.6 g (0.01 mol) is heated in an oil bath at 180°-185° C. for six hours. The mixture is cooled, dissolved in hot glacial acetic acid, activated charcoal (Darco G-60, Matheson, Coleman and Bell) added and the hot suspension filtered through Supercell Hyflo® (Johns-Manville). The filtrate is coole... Reaction SMILES: [NH2:1][C:2]1[S:3][C:4]([CH2:12][CH3:13])=[CH:5][C:6]=1[C:7]([O:9]CC)=O.Cl[C:15]1[N:20]=[CH:19][C:18]([C:21]([OH:23])=[O:22])=[CH:17][CH:16]=1.C>C(O)(=O)C>[CH2:12]([C:4]1[S:3][C:2]2[N:1]=[C:15]3[CH:16]=[CH:17][C:18]([C:21]([OH:23])=[O:22])=[CH:19][N:20]3[C:7](=[O:9])[C:6]=2[CH:5]=1)[CH3:13]. The yield is 74.0%. Reactants: O1C(CCC1)N1C(=NC=C1)CO ([1-(tetrahydro-furan-2-yl)-1H-imidazol-2-yl]-methanol), O=S(Cl)Cl (SOCl2), N1C=NC=C1 (imidazole), O1CCC=C1 (dihydrofuran), C(=O)(O)[O-].[Na+] (NaHCO3). Run at temperature 0 celsius, time 3 hour. RXN SMILES: N1C=CN=C1.O1C=CCC1.[O:11]1[CH2:15][CH2:14][CH2:13][CH:12]1[N:16]1[CH:20]=[CH:19][N:18]=[C:17]1[CH2:21][OH:22].O=S(Cl)[Cl:25].C([O-])(O)=O.[Na+]>C(Cl)Cl>[O:11]1[CH2:15][CH2:14][CH2:13][CH:12]1[N:16]1[CH:20]=[CH:19][N:18]=[C:17]1[CH2:21][OH:22].[ClH:25].[Cl:25][CH2:21][C:17]1[N:16]([CH:12]2[CH2:13][CH2:14][CH2:15][O:11]2)[CH:20]=[CH:19][N:18]=1 |f:4.5,8.9|. The product is O1C(CCC1)N1C(=NC=C1)CO ([1-(Tetrahydro-furan-2-yl)-1H-imidazol-2-yl]-methanol), Cl.ClCC=1N(C=CN1)C1OCCC1 (2-chloromethyl-1-(tetrahydro-furan-2-yl)-1H-imidazole hydrochloride). Reported procedure: [1-(Tetrahydro-furan-2-yl)-1H-imidazol-2-yl]-methanol was prepared from imidazole and dihydrofuran according to a procedure in the literature (Song et al. J. Org Chem. 1999, 64, 1859-1867). To a solution of [1-(tetrahydro-furan-2-yl)-1H-imidazol-2-yl]-methanol (7.0 g, 41.7 mmol) in dry CH2Cl2 (80 mL) at 0° C. under N2 was added dropwise SOCl2. The resulting solution was stirred at 0° C. for 3 h and allowed to warm up gradually to ambient temperature overnight. The mixture was cooled in a dry ice... Solvent: C(Cl)Cl (CH2Cl2). The reactants are O=C(O)c1cc(C(F)(F)F)nn1-c1ccccc1Cl, ClC(Cl)Cl, O=C(Cl)C(=O)Cl, CN(C)C=O. Yields the product O=C(Cl)c1cc(C(F)(F)F)nn1-c1ccccc1Cl. Reaction SMILES: [Cl:1][c:2]1[c:3](-[n:8]2[n:9][c:10]([C:16]([F:17])([F:18])[F:19])[cH:11][c:12]2[C:13](=[O:14])[OH:15])[cH:4][cH:5][cH:6][cH:7]1.[Cl:20][CH:21]([Cl:22])[Cl:23].[Cl:24][C:25]([C:26]([Cl:27])=[O:28])=[O:29].[O:30]=[CH:31][N:32]([CH3:33])[CH3:34]>>[Cl:1][c:2]1[c:3](-[n:8]2[n:9][c:10]([C:16]([F:17])([F:18])[F:19])[cH:11][c:12]2[C:13](=[O:14])[Cl:20])[cH:4][cH:5][cH:6][cH:7]1.